Dataset: the Open Reaction Database (ORD), a public repository of structured organic reaction records. Task: describe an organic reaction: reactants, conditions, products, and yield Reactants: COC1=CC=C(C=C1)NC1CCN(CC1)C(=O)OC(C)(C)C (4-(p-Anisidino)-1-(tert-butoxycarbonyl)piperidine), ClCC1=CC(=NC=C1)C1=CC(=CC=C1)OC (4-chloromethyl-2-(3-methoxyphenyl)pyridine). Yields the product C(C)(C)(C)OC(=O)N1CCC(CC1)N(CC1=CC(=NC=C1)C1=CC(=CC=C1)OC)C1=CC=C(C=C1)OC (1-(tert-Butoxycarbonyl)-4-[N-(4-methoxyphenyl)-N-[[2-(3-methoxyphenyl)pyridin-4-yl]methyl]amino]piperidine). As a reaction SMILES: [CH3:1][O:2][C:3]1[CH:8]=[CH:7][C:6]([NH:9][CH:10]2[CH2:15][CH2:14][N:13]([C:16]([O:18][C:19]([CH3:22])([CH3:21])[CH3:20])=[O:17])[CH2:12][CH2:11]2)=[CH:5][CH:4]=1.Cl[CH2:24][C:25]1[CH:30]=[CH:29][N:28]=[C:27]([C:31]2[CH:36]=[CH:35][CH:34]=[C:33]([O:37][CH3:38])[CH:32]=2)[CH:26]=1>>[C:19]([O:18][C:16]([N:13]1[CH2:14][CH2:15][CH:10]([N:9]([C:6]2[CH:5]=[CH:4][C:3]([O:2][CH3:1])=[CH:8][CH:7]=2)[CH2:24][C:25]2[CH:30]=[CH:29][N:28]=[C:27]([C:31]3[CH:36]=[CH:35][CH:34]=[C:33]([O:37][CH3:38])[CH:32]=3)[CH:26]=2)[CH2:11][CH2:12]1)=[O:17])([CH3:22])([CH3:21])[CH3:20]. Reported procedure: 4-(p-Anisidino)-1-(tert-butoxycarbonyl)piperidine (306 mg) and 4-chloromethyl-2-(3-methoxyphenyl)pyridine (234 mg) were condensed in the same manner as described in Example 9 to give the title compound.